Dataset: the Open Reaction Database (ORD), a public repository of structured organic reaction records. Task: describe an organic reaction: reactants, conditions, products, and yield Reactants: [N+](=O)([O-])C1=C2C(C(=O)OC2=O)=CC=C1 (3-nitrophthalic anhydride), FC(C(C(F)(F)F)F)(OC1=CCC(N)(C=C1)C)F (4-(1,1,2,3,3,3-hexafluoropropoxy)-1-methylaniline). Solvent: C(C)(=O)O (acetic acid). Conditions: time 3 hour. The product is FC(C(C(F)(F)F)F)(OC1=CCC(C=C1)(C)N1C(C=2C(C1=O)=C(C=CC2)[N+](=O)[O-])=O)F (N-[4-(1,1,2,3,3,3-Hexafluoropropoxy)-1-methylphenyl]-3-nitrophthalimide). Yield: 98.5%. As a reaction SMILES: [N+:1]([C:4]1[CH:14]=[CH:13][CH:12]=[C:6]2[C:7]([O:9][C:10](=[O:11])[C:5]=12)=O)([O-:3])=[O:2].[F:15][C:16]([F:32])([O:23][C:24]1[CH:30]=[CH:29][C:27]([CH3:31])([NH2:28])[CH2:26][CH:25]=1)[CH:17]([F:22])[C:18]([F:21])([F:20])[F:19]>C(O)(=O)C>[F:15][C:16]([F:32])([O:23][C:24]1[CH:25]=[CH:26][C:27]([N:28]2[C:10](=[O:11])[C:5]3=[C:4]([N+:1]([O-:3])=[O:2])[CH:14]=[CH:13][CH:12]=[C:6]3[C:7]2=[O:9])([CH3:31])[CH2:29][CH:30]=1)[CH:17]([F:22])[C:18]([F:19])([F:20])[F:21]. Procedure: In 30 ml of acetic acid were dissolved 1.93 g of 3-nitrophthalic anhydride and 2.73 g of 4-(1,1,2,3,3,3-hexafluoropropoxy)-1-methylaniline. A reaction was carried out for 3 hours with heating under reflux. After completion of the reaction, the solvent was distilled off under reduced pressure, and the residue was washed with a mixture of ether and hexane, whereby 4.4 g of the objective compound was obtained. Starting materials: NC1=C(C=C2NC(C(N(C2=C1)CC)=O)=O)[N+](=O)[O-] (7-amino-1-ethyl-6-nitro-2,3(1H,4H)-quinoxalinedione), COC1OC(CC1)OC (2,5-dimethoxytetrahydrofuran). Solvent: C(C)(=O)O (acetic acid). Product: C(C)N1C(C(NC2=CC(=C(C=C12)N1C=CC=C1)[N+](=O)[O-])=O)=O (1-Ethyl-6-nitro-7-(1-pyrrolyl)-2,3(1H,4H)-quinoxalinedione). The yield is 66.6%. As a reaction SMILES: [NH2:1][C:2]1[CH:11]=[C:10]2[C:5]([NH:6][C:7](=[O:15])[C:8](=[O:14])[N:9]2[CH2:12][CH3:13])=[CH:4][C:3]=1[N+:16]([O-:18])=[O:17].CO[CH:21]1[CH2:25][CH2:24][CH:23](OC)O1>C(O)(=O)C>[CH2:12]([N:9]1[C:10]2[C:5](=[CH:4][C:3]([N+:16]([O-:18])=[O:17])=[C:2]([N:1]3[CH:21]=[CH:25][CH:24]=[CH:23]3)[CH:11]=2)[NH:6][C:7](=[O:15])[C:8]1=[O:14])[CH3:13]. Procedure: 0.9 g (3.5 mmol) of 7-amino-1-ethyl-6-nitro-2,3(1H,4H)-quinoxalinedione and 0.58 g (4.4 mmol) of 2,5-dimethoxytetrahydrofuran in 20 ml of acetic acid were refluxed for 2 h. The mixture was then concentrated under reduced pressure, and the residue was purified by chromatography on silica gel (mobile phase: toluene/acetone/acetic acid=10:10:1) to yield 0.7 g (68%) of the product. Melting point >300° C. Starting materials: CC#N, CCO, O=C(NCCCCc1cccnc1)c1ccc(-c2cccc(OCc3ccccc3)c2)cc1. The product is O=C(NCCCCc1cccnc1)c1ccc(-c2cccc(O)c2)cc1. Reaction SMILES: [CH3:34][C:35]#[N:36].[CH3:37][CH2:38][OH:39].[c:1]1([CH2:2][O:8][c:9]2[cH:10][c:11](-[c:15]3[cH:16][cH:17][c:18]([C:21](=[O:22])[NH:23][CH2:24][CH2:25][CH2:26][CH2:27][c:28]4[cH:29][n:30][cH:31][cH:32][cH:33]4)[cH:19][cH:20]3)[cH:12][cH:13][cH:14]2)[cH:3][cH:4][cH:5][cH:6][cH:7]1>>[OH:8][c:9]1[cH:10][c:11](-[c:15]2[cH:16][cH:17][c:18]([C:21](=[O:22])[NH:23][CH2:24][CH2:25][CH2:26][CH2:27][c:28]3[cH:29][n:30][cH:31][cH:32][cH:33]3)[cH:19][cH:20]2)[cH:12][cH:13][cH:14]1. The reactants are CCCCCCBr, CCO, Cc1ccccc1, CCCCCCCc1ccc(-c2ccc(O)c(F)c2)nc1, [K+], [OH-], O. Product: CCCCCCCc1ccc(-c2ccc(OCCCCCC)c(F)c2)nc1. As a reaction SMILES: [CH2:27]([CH2:28][CH2:29][CH2:30][CH2:31][CH3:32])[Br:33].[CH3:22][CH2:23][OH:24].[CH3:34][c:35]1[cH:36][cH:37][cH:38][cH:39][cH:40]1.[F:1][c:2]1[cH:3][c:4](-[c:9]2[n:10][cH:11][c:12]([CH2:15][CH2:16][CH2:17][CH2:18][CH2:19][CH2:20][CH3:21])[cH:13][cH:14]2)[cH:5][cH:6][c:7]1[OH:8].[K+:26].[OH-:25].[OH2:41]>>[F:1][c:2]1[cH:3][c:4](-[c:9]2[n:10][cH:11][c:12]([CH2:15][CH2:16][CH2:17][CH2:18][CH2:19][CH2:20][CH3:21])[cH:13][cH:14]2)[cH:5][cH:6][c:7]1[O:8][CH2:27][CH2:28][CH2:29][CH2:30][CH2:31][CH3:32]. The reactants are FC1=C(C=CC=C1)C=1N=NN(C1)C (4-(2-fluorophenyl)-1-methyl-1H-1,2,3-triazole), [Li]CCCC (n-BuLi), [Cl-].[NH4+] (ammonium chloride), CN(C)C=O (DMF). The solvent is C1CCOC1 (THF). Run at temperature -75 celsius, time 1 hour. Yields the product FC1=C(C=CC=C1)C=1N=NN(C1C=O)C (4-(2-Fluorophenyl)-1-methyl-1H-1,2,3-triazole-5-carbaldehyde). The yield is 87.2%. As a reaction SMILES: [F:1][C:2]1[CH:7]=[CH:6][CH:5]=[CH:4][C:3]=1[C:8]1[N:9]=[N:10][N:11]([CH3:13])[CH:12]=1.[Li]CCCC.CN([CH:22]=[O:23])C.[Cl-].[NH4+]>C1COCC1>[F:1][C:2]1[CH:7]=[CH:6][CH:5]=[CH:4][C:3]=1[C:8]1[N:9]=[N:10][N:11]([CH3:13])[C:12]=1[CH:22]=[O:23] |f:3.4|. Procedure: To a solution of 4-(2-fluorophenyl)-1-methyl-1H-1,2,3-triazole (1.44 g, 8.1 mmol) in THF (41 mL) was added n-BuLi (1.6 M in hexane, 6.10 mL, 9.8 mmol) dropwise at −75° C. under Argon. The resulted orange solution was stirred at −75° C. for 1 h, then DMF (0.82 mL, 10.6 mmol) was added dropwise at −75° C. and the reaction mixture was allowed to warm up to room temperature over 1 h. The mixture was then poured into saturated ammonium chloride solution and extracted with ethyl acetate and the combin... Starting materials: CC(C)(C)C(=O)OCn1ccc2c(Cl)ncnc21, O=C([O-])[O-], CCOC(C)n1cc(B2OC(C)(C)C(C)(C)O2)cn1, CCOC(C)=O, [K+], [K+], O, [Pd], c1ccc(P(c2ccccc2)c2ccccc2)cc1, c1ccc(P(c2ccccc2)c2ccccc2)cc1, c1ccc(P(c2ccccc2)c2ccccc2)cc1, c1ccc(P(c2ccccc2)c2ccccc2)cc1. As a reaction SMILES: [C:1]([C:2]([CH3:3])([CH3:4])[CH3:5])(=[O:6])[O:7][CH2:8][n:9]1[cH:10][cH:11][c:12]2[c:13]1[n:14][cH:15][n:16][c:17]2[Cl:18].[C:38](=[O:39])([O-:40])[O-:41].[CH2:19]([CH3:20])[O:21][CH:22]([CH3:23])[n:24]1[n:25][cH:26][c:27]([B:29]2[O:30][C:31]([CH3:32])([CH3:33])[C:34]([CH3:35])([CH3:36])[O:37]2)[cH:28]1.[CH3:44][CH2:45][O:46][C:47](=[O:48])[CH3:49].[K+:42].[K+:43].[OH2:50].[Pd:51].[c:109]1([P:110]([c:111]2[cH:112][cH:113][cH:114][cH:115][cH:116]2)[c:117]2[cH:118][cH:119][cH:120][cH:121][cH:122]2)[cH:123][cH:124][cH:125][cH:126][cH:127]1.[c:52]1([P:53]([c:54]2[cH:55][cH:56][cH:57][cH:58][cH:59]2)[c:60]2[cH:61][cH:62][cH:63][cH:64][cH:65]2)[cH:66][cH:67][cH:68][cH:69][cH:70]1.[c:71]1([P:72]([c:73]2[cH:74][cH:75][cH:76][cH:77][cH:78]2)[c:79]2[cH:80][cH:81][cH:82][cH:83][cH:84]2)[cH:85][cH:86][cH:87][cH:88][cH:89]1.[c:90]1([P:91]([c:92]2[cH:93][cH:94][cH:95][cH:96][cH:97]2)[c:98]2[cH:99][cH:100][cH:101][cH:102][cH:103]2)[cH:104][cH:105][cH:106][cH:107][cH:108]1>>[C:1]([C:2]([CH3:3])([CH3:4])[CH3:5])(=[O:6])[O:7][CH2:8][n:9]1[cH:10][cH:11][c:12]2[c:13]1[n:14][cH:15][n:16][c:17]2-[c:27]1[cH:26][n:25][n:24]([CH:22]([O:21][CH2:19][CH3:20])[CH3:23])[cH:28]1. Product: CCOC(C)n1cc(-c2ncnc3c2ccn3COC(=O)C(C)(C)C)cn1. Reported procedure: Method D6 was used with morpholine and tert-butyl 4-(3-chloropyrido[2,3-b]pyrazin-8-yloxy)-2-fluorophenylcarbamate to give the title compound as a white solid. Yield: 117 mg (89%). Reaction SMILES: [NH:1]1[CH2:6][CH2:5][O:4][CH2:3][CH2:2]1.Cl[C:8]1[N:13]=[C:12]2[N:14]=[CH:15][CH:16]=[C:17]([O:18][C:19]3[CH:24]=[CH:23][C:22]([NH:25][C:26](=[O:32])[O:27][C:28]([CH3:31])([CH3:30])[CH3:29])=[C:21]([F:33])[CH:20]=3)[C:11]2=[N:10][CH:9]=1>>[F:33][C:21]1[CH:20]=[C:19]([O:18][C:17]2[C:11]3[C:12](=[N:13][C:8]([N:1]4[CH2:6][CH2:5][O:4][CH2:3][CH2:2]4)=[CH:9][N:10]=3)[N:14]=[CH:15][CH:16]=2)[CH:24]=[CH:23][C:22]=1[NH:25][C:26](=[O:32])[O:27][C:28]([CH3:30])([CH3:29])[CH3:31]. Starting materials: N1CCOCC1 (morpholine), ClC1=CN=C2C(=N1)N=CC=C2OC2=CC(=C(C=C2)NC(OC(C)(C)C)=O)F (tert-butyl 4-(3-chloropyrido[2,3-b]pyrazin-8-yloxy)-2-fluorophenylcarbamate). Yields the product FC1=C(C=CC(=C1)OC1=CC=NC2=NC(=CN=C21)N2CCOCC2)NC(OC(C)(C)C)=O (Tert-butyl 2-fluoro-4-(3-morpholinopyrido[2,3-b]pyrazin-8-yloxy)phenyl-carbamate).